describe an organic reaction: reactants, conditions, products, and yield From a dataset of the Open Reaction Database (ORD), a public repository of structured organic reaction records. Run in ClCCl (dichloromethane). Product: CN(C)CC1=CC=CC(=N1)C(=O)O (6-[(Dimethylamino)methyl]-2-pyridinecarboxylic acid). Conditions: time 8 hour. Reaction SMILES: [CH:1]([C:3]1[N:8]=[C:7]([C:9]([OH:11])=[O:10])[CH:6]=[CH:5][CH:4]=1)=O.[CH3:12][NH:13][CH3:14].C(O)(=O)C.C(O[BH-](OC(=O)C)OC(=O)C)(=O)C.[Na+]>ClCCl>[CH3:12][N:13]([CH2:1][C:3]1[N:8]=[C:7]([C:9]([OH:11])=[O:10])[CH:6]=[CH:5][CH:4]=1)[CH3:14] |f:3.4|. Reactants: C(=O)C1=CC=CC(=N1)C(=O)O (6-formyl-2-pyridinecarboxylic acid), CNC (dimethylamine), C(C)(=O)O (acetic acid), C(C)(=O)O[BH-](OC(C)=O)OC(C)=O.[Na+] (sodium triacetoxyborohydride). Isolated yield 28.6%. Procedure: To a solution of 6-formyl-2-pyridinecarboxylic acid (available from Chemstep Product List, 250 mg, 1.65 mmol) in dichloromethane (4.6 ml) was added dimethylamine (2M solution in THF, 2.17 ml, 4.34 mmol) and acetic acid (0.083 ml). The mixture was stirred at room temperature for 15 mins when sodium triacetoxyborohydride (459 mg, 2.17 mmol) was added and the mixture stirred overnight. The reaction mixture was quenched by the addition of a few drops of methanol. The mixture was loaded onto an amino...